From a dataset of the Open Reaction Database (ORD), a public repository of structured organic reaction records. describe an organic reaction: reactants, conditions, products, and yield Starting materials: O=C1CCC(=O)N1Br, CNN=Cc1ncc([N+](=O)[O-])n1C, ClC(Cl)Cl. Yields the product CNN=C(Br)c1ncc([N+](=O)[O-])n1C. RXN SMILES: [Br:14][N:15]1[C:16](=[O:17])[CH2:18][CH2:19][C:20]1=[O:21].[CH3:1][NH:2][N:3]=[CH:4][c:5]1[n:6]([CH3:13])[c:7]([N+:10](=[O:11])[O-:12])[cH:8][n:9]1.[CH:22]([Cl:23])([Cl:24])[Cl:25]>>[CH3:1][NH:2][N:3]=[C:4]([c:5]1[n:6]([CH3:13])[c:7]([N+:10](=[O:11])[O-:12])[cH:8][n:9]1)[Br:14].